Task: describe an organic reaction: reactants, conditions, products, and yield. Dataset: the Open Reaction Database (ORD), a public repository of structured organic reaction records Starting materials: FC=1C=C(CN2C(C(=CC=C2)C(=O)NCC=2C=C(C=CC2)C2=CNC3=NC=C(C=C32)C(=O)N)=O)C=CC1F (3-[3-({[1-(3,4-Difluoro-benzyl)-2-oxo-1,2-dihydro-pyridine-3-carbonyl]-amino}-methyl)-phenyl]-1H-pyrrolo[2,3-b]pyridine-5-carboxylic acid amide), Cl.C(C)N (ethylamine hydrochloride), amine, FC=1C=C(CN2C(C(=CC=C2)C(=O)NCC=2C=C(C=CC2)C2=CNC3=NC=C(C=C32)C(=O)O)=O)C=CC1F (3-[3-({[1-(3,4-Difluoro-benzyl)-2-oxo-1,2-dihydro-pyridine-3-carbonyl]-amino}-methyl)-phenyl]-1H-pyrrolo[2,3-b]pyridine-5-carboxylic acid), carboxylic acid. The product is C(C)NC(=O)C=1C=C2C(=NC1)NC=C2C2=CC(=CC=C2)CNC(=O)C=2C(N(C=CC2)CC2=CC(=C(C=C2)F)F)=O (3-[3-({[1-(3,4-Difluoro-benzyl)-2-oxo-1,2-dihydro-pyridine-3-carbonyl]-amino}-methyl)-phenyl]-1H-pyrrolo[2,3-b]pyridine-5-carboxylic acid ethylamide). Reaction SMILES: [F:1][C:2]1[CH:3]=[C:4]([CH:35]=[CH:36][C:37]=1[F:38])[CH2:5][N:6]1[CH:11]=[CH:10][CH:9]=[C:8]([C:12]([NH:14][CH2:15][C:16]2[CH:17]=[C:18]([C:22]3[C:30]4[C:25](=[N:26][CH:27]=[C:28]([C:31]([NH2:33])=[O:32])[CH:29]=4)[NH:24][CH:23]=3)[CH:19]=[CH:20][CH:21]=2)=[O:13])[C:7]1=[O:34].F[C:40]1C=C(C=C[C:75]=1F)CN1C=CC=C(C(NCC2C=C(C3C4C(=NC=C(C(O)=O)C=4)NC=3)C=CC=2)=O)C1=O.Cl.C(N)C>>[CH2:40]([NH:33][C:31]([C:28]1[CH:29]=[C:30]2[C:22]([C:18]3[CH:19]=[CH:20][CH:21]=[C:16]([CH2:15][NH:14][C:12]([C:8]4[C:7](=[O:34])[N:6]([CH2:5][C:4]5[CH:35]=[CH:36][C:37]([F:38])=[C:2]([F:1])[CH:3]=5)[CH:11]=[CH:10][CH:9]=4)=[O:13])[CH:17]=3)=[CH:23][NH:24][C:25]2=[N:26][CH:27]=1)=[O:32])[CH3:75] |f:2.3|. Procedure: Except where indicated, 3-[3-({[1-(3,4-Difluoro-benzyl)-2-oxo-1,2-dihydro-pyridine-3-carbonyl]-amino}-methyl)-phenyl]-1H-pyrrolo[2,3-b]pyridine-5-carboxylic acid ethylamide was synthesized as per Example 81, 3-[3-({[1-(3,4-Difluoro-benzyl)-2-oxo-1,2-dihydro-pyridine-3-carbonyl]-amino}-methyl)-phenyl]-1H-pyrrolo[2,3-b]pyridine-5-carboxylic acid amide using 3-[3-({[1-(3,4-Difluoro-benzyl)-2-oxo-1,2-dihydro-pyridine-3-carbonyl]-amino}-methyl)-phenyl]-1H-pyrrolo[2,3-b]pyridine-5-carboxylic acid (53 ... Starting materials: C(=O)(OCC)C1(C(C2=CC3=C(C=C2C(C1)=O)OCO3)C3=CC(=C(C(=C3)OC)OC)OC)C(=O)OCC (2,2-Dicarbethoxy-1-(3',4',5'-trimethoxyphenyl)-6,7-methylenedioxy-4-tetralone), [OH-].[Na+] (NaOH). The solvent is O (water), CO (methanol). Reaction conditions: temperature 110 celsius. Yields the product COC=1C=C(C=C(C1OC)OC)[C@H]1[C@@H](CC(C2=CC3=C(C=C12)OCO3)=O)C(=O)O (trans-1-(3',4',5'-trimethoxyphenyl)-6,7-methylenedioxy-4-tetralone-2-carboxylic acid). Yield: 66.7%. As a reaction SMILES: [C:1]([C:6]1(C(OCC)=O)[CH2:15][C:14](=[O:16])[C:13]2[C:8](=[CH:9][C:10]3[O:19][CH2:18][O:17][C:11]=3[CH:12]=2)[CH:7]1[C:20]1[CH:25]=[C:24]([O:26][CH3:27])[C:23]([O:28][CH3:29])=[C:22]([O:30][CH3:31])[CH:21]=1)([O:3]CC)=[O:2].[OH-].[Na+]>CO.O>[CH3:27][O:26][C:24]1[CH:25]=[C:20]([C@@H:7]2[C:8]3[C:13](=[CH:12][C:11]4[O:17][CH2:18][O:19][C:10]=4[CH:9]=3)[C:14](=[O:16])[CH2:15][C@H:6]2[C:1]([OH:3])=[O:2])[CH:21]=[C:22]([O:30][CH3:31])[C:23]=1[O:28][CH3:29] |f:1.2|. Procedure details: 2,2-Dicarbethoxy-1-(3',4',5'-trimethoxyphenyl)-6,7-methylenedioxy-4-tetralone (XV; R2 = ethyl) (45 mg) was suspended in 10 ml of methanol. Aqueous NaOH (10 ml of 5%) was added and the mixture was refluxed for 3.5 hr. Then the mixture was cooled, diluted with water and washed one time with ether. The base layer was acidified to pH 2 with dilute sulfuric acid and extracted four times with chloroform. The organic layer was washed twice with water and once with saturated brine, and was dried over so... The reactants are COC=1C=CC2=C(SC(=C2C(=O)C2=CC=C(C=C2)F)C2=CC=C(C=C2)OCCN2CCCC2)C1 (4-fluorophenyl 6-methoxy-2-[4-[2-(1-pyrrolidinyl)ethoxy]phenyl]benzo[b]thiophen-3-yl ketone), N1(CCCCC1)[C@H]1[C@@H](CCC1)O ((±)-trans-2-(1-piperidyl)cyclopentanol). Yields the product N1(CCCCC1)[C@H]1[C@@H](CCC1)OC1=CC=C(C=C1)C(=O)C=1C2=C(SC1C1=CC=C(C=C1)OCCN1CCCC1)C=C(C=C2)OC ((±)-6-Methoxy-2-[4-[2-(1-pyrrolidinyl)ethoxy]phenyl]benzo[b]thiophen-3-yl 4-[[(±)-trans-2-(1-Piperidyl)cyclopentyl]oxy]phenyl Ketone). Isolated yield 70.0%. RXN SMILES: [CH3:1][O:2][C:3]1[CH:4]=[CH:5][C:6]2[C:10]([C:11]([C:13]3[CH:18]=[CH:17][C:16](F)=[CH:15][CH:14]=3)=[O:12])=[C:9]([C:20]3[CH:25]=[CH:24][C:23]([O:26][CH2:27][CH2:28][N:29]4[CH2:33][CH2:32][CH2:31][CH2:30]4)=[CH:22][CH:21]=3)[S:8][C:7]=2[CH:34]=1.[N:35]1([C@@H:41]2[CH2:45][CH2:44][CH2:43][C@H:42]2[OH:46])[CH2:40][CH2:39][CH2:38][CH2:37][CH2:36]1>>[N:35]1([C@@H:41]2[CH2:45][CH2:44][CH2:43][C@H:42]2[O:46][C:16]2[CH:17]=[CH:18][C:13]([C:11]([C:10]3[C:6]4[CH:5]=[CH:4][C:3]([O:2][CH3:1])=[CH:34][C:7]=4[S:8][C:9]=3[C:20]3[CH:25]=[CH:24][C:23]([O:26][CH2:27][CH2:28][N:29]4[CH2:33][CH2:32][CH2:31][CH2:30]4)=[CH:22][CH:21]=3)=[O:12])=[CH:14][CH:15]=2)[CH2:40][CH2:39][CH2:38][CH2:37][CH2:36]1. Procedure: The title compound was prepared in 70% yield by essentially following the procedures outlined in Example 72, Part E, from 4-fluorophenyl 6-methoxy-2-[4-[2-(1-pyrrolidinyl)ethoxy]phenyl]benzo[b]thiophen-3-yl ketone (Example 59, Part A) and (±)-trans-2-(1-piperidyl)cyclopentanol (Part A).